From a dataset of the Open Reaction Database (ORD), a public repository of structured organic reaction records. describe an organic reaction: reactants, conditions, products, and yield Reactants: C(C)(C)(C)OC(=O)N1[C@H](CC1)CO ((R)-1-t-butoxycarbonyl-2-azetidinemethanol), C(=O)(OC(C)(C)C)N1[C@H](C(=O)O)CCC1 (N-BOC-L-proline), N-BOC-S-azetidinecarboxylic acid, [N+](=O)([O-])C=1C=C(C=CC1)O (3-nitrophenol), CCOC(=O)/N=N/C(=O)OCC (DEAD). Run in C1CCOC1 (THF). Conditions: time 16 hour. The product is C(C)(C)(C)OC(=O)N1[C@@H](CC1)COC1=CC(=CC=C1)[N+](=O)[O-] ((S)-1-t-butoxycarbonyl-2-(3-(nitro)phenoxymethyl)azetidine). Isolated yield 40.0%. Reaction SMILES: [C:1]([O:5][C:6]([N:8]1[CH2:11][CH2:10][C@@H:9]1[CH2:12][OH:13])=[O:7])([CH3:4])([CH3:3])[CH3:2].C(N1CCC[C@H]1C(O)=O)(OC(C)(C)C)=O.[N+:29]([C:32]1[CH:33]=[C:34](O)[CH:35]=[CH:36][CH:37]=1)([O-:31])=[O:30].CCOC(/N=N/C(OCC)=O)=O>C1COCC1>[C:1]([O:5][C:6]([N:8]1[CH2:11][CH2:10][C@H:9]1[CH2:12][O:13][C:36]1[CH:35]=[CH:34][CH:33]=[C:32]([N+:29]([O-:31])=[O:30])[CH:37]=1)=[O:7])([CH3:4])([CH3:3])[CH3:2]. Reported procedure: A 2.25 g (1.2 mmol) sample of (R)-1-t-butoxycarbonyl-2-azetidinemethanol (prepared as in Example 1b above, except replacing the N-BOC-L-proline thereof with N-BOC-S-azetidinecarboxylic acid) and 2.25 g (18 mmol) of 3-nitrophenol (Aldrich) were added to a complex of TPP and DEAD (prepared as in Example 1 above, 18.1 mmol of each)in 80 mL of THF. The reaction was stirred for 16 hr, the solvents were removed under vacuum, and the residue was chromatographed on silica gel, eluting with a gradient of...